This data is from the Open Reaction Database (ORD), a public repository of structured organic reaction records. The task is: describe an organic reaction: reactants, conditions, products, and yield The reactants are C(C1=CC=CC=C1)=O (benzaldehyde), C(C)(=O)C1=CC=2NC3=CC=CC=C3C2C=C1 (2-acetylcarbazole). The product is C1=C(C=CC=2C3=CC=CC=C3NC12)C(C=CC1=CC=CC=C1)=O (1-(9H-carbazol-2-yl)-3-phenylprop-2-en-1-one). As a reaction SMILES: [CH:1](=O)[C:2]1[CH:7]=[CH:6][CH:5]=[CH:4][CH:3]=1.[C:9]([C:12]1[CH:24]=[CH:23][C:22]2[C:21]3[C:16](=[CH:17][CH:18]=[CH:19][CH:20]=3)[NH:15][C:14]=2[CH:13]=1)(=[O:11])[CH3:10]>>[CH:13]1[C:14]2[NH:15][C:16]3[C:21](=[CH:20][CH:19]=[CH:18][CH:17]=3)[C:22]=2[CH:23]=[CH:24][C:12]=1[C:9](=[O:11])[CH:10]=[CH:1][C:2]1[CH:7]=[CH:6][CH:5]=[CH:4][CH:3]=1. Reported procedure: By a procedure similar to that of example 1.59.1, starting from benzaldehyde and 2-acetylcarbazole, 1-(9H-carbazol-2-yl)-3-phenylprop-2-en-1-one was obtained as yellow solid. Reactants: OC1=C2C(N=CN1C#CC1=CC=C(C(=O)OC)C=C1)=NC(=C2COC(C(C)(C)C)=O)C (methyl 4-(4-hydroxy-5-pivaloyloxymethyl-6-methylpyrrolo[2,3-d]pyrimidin-3-ylethynyl)benzoate). The reagents and catalysts are [Pd] (palladium-on-carbon). Run in CO (methanol), [Cl-] (chloride). The product is OC1=C2C(N=CN1CCC1=CC=C(C(=O)OC)C=C1)=NC(=C2)C (methyl 4-[2-(4-hydroxy-6-methylpyrrolo[2,3-d]pyrimidin-3-yl)ethyl]benzoate). RXN SMILES: [OH:1][C:2]1[N:7]([C:8]#[C:9][C:10]2[CH:19]=[CH:18][C:13]([C:14]([O:16][CH3:17])=[O:15])=[CH:12][CH:11]=2)[CH:6]=[N:5][C:4]2=[N:20][C:21]([CH3:31])=[C:22](COC(=O)C(C)(C)C)[C:3]=12>CO.[Cl-].[Pd]>[OH:1][C:2]1[N:7]([CH2:8][CH2:9][C:10]2[CH:19]=[CH:18][C:13]([C:14]([O:16][CH3:17])=[O:15])=[CH:12][CH:11]=2)[CH:6]=[N:5][C:4]2=[N:20][C:21]([CH3:31])=[CH:22][C:3]=12. Procedure: A mixture of 1.0 g of methyl 4-(4-hydroxy-5-pivaloyloxymethyl-6-methylpyrrolo[2,3-d]pyrimidin-3-ylethynyl)benzoate in 250 mL of 50% methanol in methylyne chloride and 0.8 g of 3% palladium-on-carbon is hydrogenated under reduced pressure. The solid is collected and there is obtained methyl 4-[2-(4-hydroxy-6-methylpyrrolo[2,3-d]pyrimidin-3-yl)ethyl]benzoate. RXN SMILES: C([O:4][CH2:5][C:6]1[N:7]([CH2:27][C:28]2[CH:33]=[CH:32][C:31]([CH3:34])=[CH:30][CH:29]=2)[C:8]2[C:13]([C:14]=1[C:15](=[O:19])[C:16](O)=[O:17])=[CH:12][C:11]([C:20]1[CH:25]=[CH:24][CH:23]=[C:22]([CH3:26])[CH:21]=1)=[CH:10][CH:9]=2)(=O)C.[OH-].[K+].Cl>>[CH3:34][C:31]1[CH:32]=[CH:33][C:28]([CH2:27][N:7]2[C:8]3[C:13](=[CH:12][C:11]([C:20]4[CH:25]=[CH:24][CH:23]=[C:22]([CH3:26])[CH:21]=4)=[CH:10][CH:9]=3)[C:14]3[C:15](=[O:19])[C:16](=[O:17])[O:4][CH2:5][C:6]2=3)=[CH:29][CH:30]=1 |f:1.2|. Yields the product CC1=CC=C(CN2C3=C(C4=CC(=CC=C24)C2=CC(=CC=C2)C)C(C(OC3)=O)=O)C=C1 (9-(4-Methylbenzyl)-6-(3-methylphenyl)-1,9-dihydropyrano[3,4-b]indole-3,4-dione). The reactants are C(C)(=O)OCC=1N(C2=CC=C(C=C2C1C(C(=O)O)=O)C1=CC(=CC=C1)C)CC1=CC=C(C=C1)C ([2-[(acetyloxy)methyl]-1-(4-methylbenzyl)-5-(3-methylphenyl)-1H-indol-3-yl](oxo)acetic acid), [OH-].[K+] (potassium hydroxide), Cl (HCl). Procedure details: The title compound was prepared from [2-[(acetyloxy)methyl]-1-(4-methylbenzyl)-5-(3-methylphenyl)-1H-indol-3-yl](oxo)acetic acid and aqueous potassium hydroxide in substantially the same manner, as described in step 6 of Example 1 followed by the treatment with aqueous HCl in substantially the same manner, as described in step 7 of Example 1. The product was obtained as a white solid; mp: 216–217° C. Mass spectrum (ESI, [M+H]+) m/z 396. 1H NMR (400 MHz, DMSO-d6) δ 8.21 (s, 1H), 7.71 (d, 1H, J=8.... Starting materials: Cl (HCl), C([O-])([O-])=O.[K+].[K+] (Potassium carbonate), COC([C@@H](CCN1C(C2=CC=CC=C2C1=O)=O)OC1=C(C=C(C=C1Br)C1=CC=C(C=C1)C=1C2=C(SC1CC1=CC=CC=C1)C=CC=C2)Br)=O ((2R)-2-[4′-(2-benzyl-benzo[b]-thiophen-3-yl)-3,5-dibromo-biphenyl-4-yloxy]-4-(1,3-dioxo-1,3-dihydro-isoindol-2-yl)-butyric acid methyl ester), CO (methyl alcohol). The solvent is O (water), O (water). Reaction conditions: time 24 hour. The product is C(C1=CC=CC=C1)C1=C(C2=C(S1)C=CC=C2)C2=CC=C(C=C2)C2=CC(=C(C(=C2)Br)O[C@H](CCNC(C=2C(C(=O)O)=CC=CC2)=O)C(=O)OC)Br (N-{(3R)-3-[4′-(2-benzyl-benzo[b]thiophen-3-yl)-3,5-dibromo-biphenyl-4-yloxy]-3-methoxycarbonyl-propyl]-phthalamic acid). The yield is 624.3%. Reaction SMILES: [C:1](=[O:4])([O-:3])[O-].[K+].[K+].[CH3:7][O:8][C:9](=[O:55])[C@H:10]([O:24][C:25]1[C:30]([Br:31])=[CH:29][C:28]([C:32]2[CH:37]=[CH:36][C:35]([C:38]3[C:39]4[CH:53]=[CH:52][CH:51]=[CH:50][C:40]=4[S:41][C:42]=3[CH2:43][C:44]3[CH:49]=[CH:48][CH:47]=[CH:46][CH:45]=3)=[CH:34][CH:33]=2)=[CH:27][C:26]=1[Br:54])[CH2:11][CH2:12][N:13]1C(=O)[C:20]2[C:15](=[CH:16][CH:17]=[CH:18][CH:19]=2)[C:14]1=[O:23].CO.Cl>O>[CH2:43]([C:42]1[S:41][C:40]2[CH:50]=[CH:51][CH:52]=[CH:53][C:39]=2[C:38]=1[C:35]1[CH:36]=[CH:37][C:32]([C:28]2[CH:27]=[C:26]([Br:54])[C:25]([O:24][C@@H:10]([C:9]([O:8][CH3:7])=[O:55])[CH2:11][CH2:12][NH:13][C:14](=[O:23])[C:15]3[C:20](=[CH:19][CH:18]=[CH:17][CH:16]=3)[C:1]([OH:3])=[O:4])=[C:30]([Br:31])[CH:29]=2)=[CH:33][CH:34]=1)[C:44]1[CH:49]=[CH:48][CH:47]=[CH:46][CH:45]=1 |f:0.1.2|. Procedure: Potassium carbonate (0.01 g) was added into a mixture of (2R)-2-[4′-(2-benzyl-benzo[b]-thiophen-3-yl)-3,5-dibromo-biphenyl-4-yloxy]-4-(1,3-dioxo-1,3-dihydro-isoindol-2-yl)-butyric acid methyl ester (0.5, 0.063 mmol), methyl alcohol (10 mL), and water (0.5 mL). The reaction mixture was stirred at room temperature for 24 hours, poured into water, acidified with HCl (2 N), and extracted with ethyl ether. The organic extracts were dried over MgSO4. Evaporation and purification by flash chromatograph... Reactants: [Br-], C1CCOC1, C[Mg+], COc1cc2c(cc1C(C)=O)CCCC2C, O. The product is COc1cc2c(cc1C(C)(C)O)CCCC2C. Reaction SMILES: [Br-:17].[CH2:21]1[O:22][CH2:23][CH2:24][CH2:25]1.[CH3:18][Mg+:19].[CH3:1][O:2][c:3]1[c:4]([C:14]([CH3:15])=[O:16])[cH:5][c:6]2[c:11]([cH:12]1)[CH:10]([CH3:13])[CH2:9][CH2:8][CH2:7]2.[OH2:20]>>[CH3:1][O:2][c:3]1[c:4]([C:14]([CH3:15])([OH:16])[CH3:18])[cH:5][c:6]2[c:11]([cH:12]1)[CH:10]([CH3:13])[CH2:9][CH2:8][CH2:7]2. Starting materials: N1N=NC(=C1)C1=CC=C(C=C1)[N+](=O)[O-] (4-triazolylnitrobenzene), O (water). Reagents/catalysts: [Pd].[C] (Pd carbon). Solvent: C(C)(=O)O (acetic acid). The product is N1N=NC(=C1)C1=CC=C(N)C=C1 (4-triazolylaniline). Yield: 71.0%. Reaction SMILES: [NH:1]1[CH:5]=[C:4]([C:6]2[CH:11]=[CH:10][C:9]([N+:12]([O-])=O)=[CH:8][CH:7]=2)[N:3]=[N:2]1.O>C(O)(=O)C.[Pd].[C]>[NH:1]1[CH:5]=[C:4]([C:6]2[CH:11]=[CH:10][C:9]([NH2:12])=[CH:8][CH:7]=2)[N:3]=[N:2]1 |f:3.4|. Procedure: A 5 g portion of 4-triazolylnitrobenzene dissolved in 20 ml of acetic acid was mixed with 0.3 g of 10% Pd-carbon and subjected to hydrogenation under a hydrogen pressure of 3 kg/cm2. The reaction solution was poured into water and extracted with chloroform. The resulting organic layer was washed with sodium bicarbonate aqueous solution and water in that order and dried, and the solvent was removed by evaporation under a reduced pressure to obtain 3 g of 4-triazolylaniline with a yield of 71%.